Dataset: the Open Reaction Database (ORD), a public repository of structured organic reaction records. Task: describe an organic reaction: reactants, conditions, products, and yield The reactants are C(C)(C)(C)NC(=O)C1=CN(C2=NC=C(N=C21)C2=NNC1=CC=C(C=C21)OC(F)F)COCC[Si](C)(C)C (N-tert-Butyl-2-(5-(difluoromethoxy)-1H-indazol-3-yl)-5-((2-(trimethylsilyl)ethoxy)methyl)-5H-pyrrolo[2,3-b]pyrazine-7-carboxamide), ClCCCN1CC(CC1)(F)F (1-(3-chloropropyl)-3,3-difluoropyrrolidine), C([O-])([O-])=O.[Cs+].[Cs+] (cesium carbonate). Run in CN(C=O)C (dimethylformamide). The product is C(C)(C)(C)NC(=O)C1=CN(C2=NC=C(N=C21)C2=NN(C1=CC=C(C=C21)OC(F)F)CCCN2CC(CC2)(F)F)COCC[Si](C)(C)C (N-tert-butyl-2-(5-(difluoromethoxy)-1-(3-(3,3-difluoropyrrolidin-1-yl)propyl)-1H-indazol-3-yl)-5-((2-(trimethylsilyl)ethoxy)methyl)-5H-pyrrolo[2,3-b]pyrazine-7-carboxamide). Yield: 71.4%. RXN SMILES: [C:1]([NH:5][C:6]([C:8]1[C:16]2[C:11](=[N:12][CH:13]=[C:14]([C:17]3[C:25]4[C:20](=[CH:21][CH:22]=[C:23]([O:26][CH:27]([F:29])[F:28])[CH:24]=4)[NH:19][N:18]=3)[N:15]=2)[N:10]([CH2:30][O:31][CH2:32][CH2:33][Si:34]([CH3:37])([CH3:36])[CH3:35])[CH:9]=1)=[O:7])([CH3:4])([CH3:3])[CH3:2].Cl[CH2:39][CH2:40][CH2:41][N:42]1[CH2:46][CH2:45][C:44]([F:48])([F:47])[CH2:43]1.C(=O)([O-])[O-].[Cs+].[Cs+]>CN(C)C=O>[C:1]([NH:5][C:6]([C:8]1[C:16]2[C:11](=[N:12][CH:13]=[C:14]([C:17]3[C:25]4[C:20](=[CH:21][CH:22]=[C:23]([O:26][CH:27]([F:28])[F:29])[CH:24]=4)[N:19]([CH2:39][CH2:40][CH2:41][N:42]4[CH2:46][CH2:45][C:44]([F:48])([F:47])[CH2:43]4)[N:18]=3)[N:15]=2)[N:10]([CH2:30][O:31][CH2:32][CH2:33][Si:34]([CH3:37])([CH3:36])[CH3:35])[CH:9]=1)=[O:7])([CH3:4])([CH3:3])[CH3:2] |f:2.3.4|. Procedure: N-tert-Butyl-2-(5-(difluoromethoxy)-1H-indazol-3-yl)-5-((2-(trimethylsilyl)ethoxy)methyl)-5H-pyrrolo[2,3-b]pyrazine-7-carboxamide (100 mg, 188 μmol), 1-(3-chloropropyl)-3,3-difluoropyrrolidine (34.6 mg, 188 μmol) and cesium carbonate (184 mg, 565 μmol) in dimethylformamide (2 mL) were heated in a microwave at 100° C. for 30 min. The mixture was cooled and partitioned between ethyl acetate and water. The organic phase was washed with water 3 times then dried and concentrated in vacuo. Purificatio... The reactants are COc1ccc2c(Cc3ccc(OCCN4CCCCC4)cc3)c(OS(=O)(=O)C(F)(F)F)ccc2c1, CC#N, OB(O)c1c(F)cccc1F, [K+], [K+], [K+], O=P([O-])([O-])[O-], c1ccc(P(c2ccccc2)(c2ccccc2)[Pd](P(c2ccccc2)(c2ccccc2)c2ccccc2)(P(c2ccccc2)(c2ccccc2)c2ccccc2)P(c2ccccc2)(c2ccccc2)c2ccccc2)cc1. Product: COc1ccc2c(Cc3ccc(OCCN4CCCCC4)cc3)c(-c3c(F)cccc3F)ccc2c1. As a reaction SMILES: [CH3:1][O:2][c:3]1[cH:4][c:5]2[cH:6][cH:7][c:8]([O:29][S:30]([C:31]([F:32])([F:33])[F:34])(=[O:35])=[O:36])[c:9]([CH2:13][c:14]3[cH:15][cH:16][c:17]([O:20][CH2:21][CH2:22][N:23]4[CH2:24][CH2:25][CH2:26][CH2:27][CH2:28]4)[cH:18][cH:19]3)[c:10]2[cH:11][cH:12]1.[CH3:56][C:57]#[N:58].[F:37][c:38]1[c:39]([B:45]([OH:46])[OH:47])[c:40]([F:44])[cH:41][cH:42][cH:43]1.[K+:53].[K+:54].[K+:55].[P:48]([O-:49])([O-:50])([O-:51])=[O:52].[cH:59]1[cH:60][cH:61][c:62]([P:63]([Pd:64]([P:65]([c:66]2[cH:67][cH:68][cH:69][cH:70][cH:71]2)([c:72]2[cH:73][cH:74][cH:75][cH:76][cH:77]2)[c:78]2[cH:79][cH:80][cH:81][cH:82][cH:83]2)([P:84]([c:85]2[cH:86][cH:87][cH:88][cH:89][cH:90]2)([c:91]2[cH:92][cH:93][cH:94][cH:95][cH:96]2)[c:97]2[cH:98][cH:99][cH:100][cH:101][cH:102]2)[P:103]([c:104]2[cH:105][cH:106][cH:107][cH:108][cH:109]2)([c:110]2[cH:111][cH:112][cH:113][cH:114][cH:115]2)[c:116]2[cH:117][cH:118][cH:119][cH:120][cH:121]2)([c:122]2[cH:123][cH:124][cH:125][cH:126][cH:127]2)[c:128]2[cH:129][cH:130][cH:131][cH:132][cH:133]2)[cH:134][cH:135]1>>[CH3:1][O:2][c:3]1[cH:4][c:5]2[cH:6][cH:7][c:8](-[c:39]3[c:38]([F:37])[cH:43][cH:42][cH:41][c:40]3[F:44])[c:9]([CH2:13][c:14]3[cH:15][cH:16][c:17]([O:20][CH2:21][CH2:22][N:23]4[CH2:24][CH2:25][CH2:26][CH2:27][CH2:28]4)[cH:18][cH:19]3)[c:10]2[cH:11][cH:12]1. Reactants: FC=1C=C(C=CC1C=1SC2=NC(=CC=C2N1)C1(CC1)C1=CC=CC=C1)C1=C[C@H](N(C1)C(=O)OC(C)(C)C)C(=O)OC ((2S)-1-tert-Butyl 2-methyl 4-(3-fluoro-4-(5-(1-phenylcyclopropyl)thiazolo[5,4-b]pyridine-2-yl)phenyl)-2H-pyrrole-1,2(5H)-dicarboxylate), O (water). Reagents/catalysts: [Pd] (palladium on carbon). Run in C1CCOC1 (THF). Conditions: time 48 hour. Product: FC=1C=C(C=CC1C=1SC2=NC(=CC=C2N1)C1(CC1)C1=CC=CC=C1)[C@H]1C[C@H](N(C1)C(=O)OC(C)(C)C)C(=O)OC ((2S,4R)-1-tert-butyl 2-methyl 4-(3-fluoro-4-(5-(1-phenyl-cyclopropyl)thiazolo[5,4-b]pyridine-2-yl)phenyl)pyrrolidine-1,2-dicarboxylate). RXN SMILES: [F:1][C:2]1[CH:3]=[C:4]([C:26]2[CH2:30][N:29]([C:31]([O:33][C:34]([CH3:37])([CH3:36])[CH3:35])=[O:32])[C@H:28]([C:38]([O:40][CH3:41])=[O:39])[CH:27]=2)[CH:5]=[CH:6][C:7]=1[C:8]1[S:9][C:10]2[C:15]([N:16]=1)=[CH:14][CH:13]=[C:12]([C:17]1([C:20]3[CH:25]=[CH:24][CH:23]=[CH:22][CH:21]=3)[CH2:19][CH2:18]1)[N:11]=2.O>[Pd].C1COCC1>[F:1][C:2]1[CH:3]=[C:4]([C@@H:26]2[CH2:30][N:29]([C:31]([O:33][C:34]([CH3:35])([CH3:36])[CH3:37])=[O:32])[C@H:28]([C:38]([O:40][CH3:41])=[O:39])[CH2:27]2)[CH:5]=[CH:6][C:7]=1[C:8]1[S:9][C:10]2[C:15]([N:16]=1)=[CH:14][CH:13]=[C:12]([C:17]1([C:20]3[CH:21]=[CH:22][CH:23]=[CH:24][CH:25]=3)[CH2:19][CH2:18]1)[N:11]=2. Reported procedure: (2S)-1-tert-Butyl 2-methyl 4-(3-fluoro-4-(5-(1-phenylcyclopropyl)thiazolo[5,4-b]pyridine-2-yl)phenyl)-2H-pyrrole-1,2(5H)-dicarboxylate (0.618 g, 1.1 mmol) and 10% palladium on carbon, 50% water (0.58 g) were combined in a flask and treated with nitrogen and 10 mL THF. The reaction mixture was stirred rapidly under H2 balloon for 48 h. The reaction mixture was flushed with nitrogen, filtered, rinsing with DCM and concentrated in vacuo. Purification by silica gel chromatography, 40 g, 0-30% EA/hex...